This data is from the Open Reaction Database (ORD), a public repository of structured organic reaction records. The task is: describe an organic reaction: reactants, conditions, products, and yield Starting materials: ClC1=CC=2C3=C(NC2C=C1)C=1C=CC=C(C1C3)C(=O)O (8-Chloro-5,10-dihydro-indeno[1,2-b]indole-1-carboxylic acid), C(C)O (ethanol), ethyl ester, S(O)(O)(=O)=O (sulfuric acid). Product: C(C)OC(=O)C=1C=2CC3=C(NC=4C=CC(=CC34)Cl)C2C=CC1 (8-Chloro-5,10-dihydro-indeno[1,2-b]indole-1-carboxylic acid ethyl ester). As a reaction SMILES: [Cl:1][C:2]1[CH:10]=[CH:9][C:8]2[NH:7][C:6]3[C:11]4[CH:12]=[CH:13][CH:14]=[C:15]([C:18]([OH:20])=[O:19])[C:16]=4[CH2:17][C:5]=3[C:4]=2[CH:3]=1.S(=O)(=O)(O)O.[CH2:26](O)[CH3:27]>>[CH2:26]([O:19][C:18]([C:15]1[C:16]2[CH2:17][C:5]3[C:4]4[CH:3]=[C:2]([Cl:1])[CH:10]=[CH:9][C:8]=4[NH:7][C:6]=3[C:11]=2[CH:12]=[CH:13][CH:14]=1)=[O:20])[CH3:27]. Procedure details: The product of Example 20 was converted to its ethyl ester by treatment with sulfuric acid in ethanol to give the title compound as an off-white solid: mp 202-204° C.; 1H NMR (DMSO-d6,): δ 1.39 (t, 3H), 4.00 (s, 2H), 4.38 (q, 2H), 7.11 (d, 1H), 7.48 (d, 1H), 7.52 (t, 1H), 7.67 (s, 1H), 7.79-7.84 (m, 2H), 11.86 (s, 1H); MS [EI, m/z]: 311 [M]+.